From a dataset of the Open Reaction Database (ORD), a public repository of structured organic reaction records. describe an organic reaction: reactants, conditions, products, and yield Reactants: CSC=1N=C2C(N1)=CC=CC=C2 (2-methylthiocycloheptimidazole), C(O)([O-])=O.[Na+] (sodium hydrogencarbonate), Cl (hydrochloric acid), C(C)O (ethanol). Run in O (water). Yields the product OC=1N=C2C(N1)=CC=CC=C2 (2-Hydroxycycloheptimidazole). Yield: 80.3%. RXN SMILES: CS[C:3]1[N:4]=[C:5]2[CH:12]=[CH:11][CH:10]=[CH:9][CH:8]=[C:6]2[N:7]=1.Cl.C([OH:16])C.C(=O)([O-])O.[Na+]>O>[OH:16][C:3]1[N:4]=[C:5]2[CH:12]=[CH:11][CH:10]=[CH:9][CH:8]=[C:6]2[N:7]=1 |f:3.4|. Procedure details: In accordance with the method described in Journal of the Americal Chemical Society, Vol. 76, pages 3352 to 3353 (1954), 60 g of 2-methylthiocycloheptimidazole, as obtained in Example 1-(c), was added to 300 ml of concentrated hydrochloric acid (hydrogen chloride content: 35%) and heated under reflux for 2 hours and 30 minutes. Next, 500 ml of ethanol was added and everything was stirred at room temperature, and then the crystals precipitated were separated by filtration. The crystals thus obtai... The reactants are O=C([O-])[O-], O=[N+]([O-])c1cc(OCc2ccccc2)ccc1O, C1CCOC1, CO, CCOC(C)=O, Cl, [Na+], [Na+], O. The product is Nc1cc(OCc2ccccc2)ccc1O. As a reaction SMILES: [C:20](=[O:21])([O-:22])[O-:23].[CH2:1]([c:2]1[cH:3][cH:4][cH:5][cH:6][cH:7]1)[O:8][c:9]1[cH:10][c:11]([N+:16]([O-:17])=[O:18])[c:12]([OH:15])[cH:13][cH:14]1.[CH2:26]1[O:27][CH2:28][CH2:29][CH2:30]1.[CH3:31][OH:32].[CH3:34][CH2:35][O:36][C:37]([CH3:38])=[O:39].[ClH:19].[Na+:24].[Na+:25].[OH2:33]>>[CH2:1]([c:2]1[cH:3][cH:4][cH:5][cH:6][cH:7]1)[O:8][c:9]1[cH:10][c:11]([NH2:16])[c:12]([OH:15])[cH:13][cH:14]1. Reactants: COC1=CC=C(CN=[N+]=[N-])C=C1 (4-methoxybenzyl azide), C(#N)C(=O)OCC (ethyl cyanoformate). The solvent is C=1(C(=CC=CC1)C)C (xylene). Yields the product COC1=CC=C(CN2N=NN=C2C(=O)OCC)C=C1 (ethyl 1-(4-methoxybenzyl)-1H-tetrazole-5-carboxylate). Isolated yield 95.3%. RXN SMILES: [CH3:1][O:2][C:3]1[CH:12]=[CH:11][C:6]([CH2:7][N:8]=[N+:9]=[N-:10])=[CH:5][CH:4]=1.[C:13]([C:15]([O:17][CH2:18][CH3:19])=[O:16])#[N:14]>C1(C)C(C)=CC=CC=1>[CH3:1][O:2][C:3]1[CH:4]=[CH:5][C:6]([CH2:7][N:8]2[C:13]([C:15]([O:17][CH2:18][CH3:19])=[O:16])=[N:14][N:10]=[N:9]2)=[CH:11][CH:12]=1. Procedure: A mixture of crude 4-methoxybenzyl azide (45.3 g; prepared as described below) and ethyl cyanoformate (33 g) in xylene (300 ml) was heated at reflux for 48 hours. The mixture was evaporated at below 40° C. and under reduced pressure to leave a residue of ethyl 1-(4-methoxybenzyl)-1H-tetrazole-5-carboxylate (69.36 g), m.p. 52° C. Starting materials: Br, CC(=O)O, COc1ccc(Cc2ncc[nH]2)cc1. Product: Oc1ccc(Cc2ncc[nH]2)cc1. RXN SMILES: [BrH:19].[C:15]([OH:16])(=[O:17])[CH3:18].[CH3:1][O:2][c:3]1[cH:4][cH:5][c:6]([CH2:9][c:10]2[nH:11][cH:12][cH:13][n:14]2)[cH:7][cH:8]1>>[OH:2][c:3]1[cH:4][cH:5][c:6]([CH2:9][c:10]2[n:11][cH:12][cH:13][nH:14]2)[cH:7][cH:8]1. Starting materials: M-indole, C1=CC=CC2=NC=C3C=CC=CC3=C12 (phenanthridine), CN(C1=CC=C(C(=O)Cl)C=C1)C (4-dimethylaminobenzoyl chloride), N1C=CC2=CC=CC=C12 (indole). The product is CN(C1=CC=C(C=C1)C(=O)N1C=2C=CC=CC2C2=CC=CC=C2C1C1=CNC2=CC=CC=C12)C ((4-Dimethylamino-phenyl)-[6-(1H-indol-3-yl)-6H-phenanthridin-5-yl]-methanone). As a reaction SMILES: [CH:1]1[C:14]2[C:5](=[N:6][CH:7]=[C:8]3[C:13]=2[CH:12]=[CH:11][CH:10]=[CH:9]3)[CH:4]=[CH:3][CH:2]=1.[CH3:15][N:16]([CH3:26])[C:17]1[CH:25]=[CH:24][C:20]([C:21](Cl)=[O:22])=[CH:19][CH:18]=1.[NH:27]1[C:35]2[C:30](=[CH:31][CH:32]=[CH:33][CH:34]=2)[CH:29]=[CH:28]1>>[CH3:15][N:16]([CH3:26])[C:17]1[CH:25]=[CH:24][C:20]([C:21]([N:6]2[CH:7]([C:29]3[C:30]4[C:35](=[CH:34][CH:33]=[CH:32][CH:31]=4)[NH:27][CH:28]=3)[C:8]3[C:13](=[CH:12][CH:11]=[CH:10][CH:9]=3)[C:14]3[CH:1]=[CH:2][CH:3]=[CH:4][C:5]2=3)=[O:22])=[CH:19][CH:18]=1. Procedure details: (4-Dimethylamino-phenyl)-[6-(1H-indol-3-yl)-6H-phenanthridin-5-yl]-methanone was prepared from phenanthridine, 4-dimethylaminobenzoyl chloride, and indole according to GP 2. Yield, 55%. (+)-ESI-MS: m/z=444 [M+H]+, 327. [M-indole+H]+, 148. The reactants are CN1N=NN=C1C1=CC(=CC=C1)[N+](=O)[O-] (1-methyl-5-(3-nitrophenyl)-tetrazole), CO (methanol). Reagents/catalysts: [Pd] (palladium on carbon). Solvent: C(C)(=O)OCC (ethyl acetate). Run at time 1.5 hour. Yields the product CN1N=NN=C1C1=CC(=CC=C1)N (1-methyl-5-(3-amino-phenyl)-tetrazole). Isolated yield 97.9%. Reaction SMILES: [CH3:1][N:2]1[C:6]([C:7]2[CH:12]=[CH:11][CH:10]=[C:9]([N+:13]([O-])=O)[CH:8]=2)=[N:5][N:4]=[N:3]1.CO>C(OCC)(=O)C.[Pd]>[CH3:1][N:2]1[C:6]([C:7]2[CH:12]=[CH:11][CH:10]=[C:9]([NH2:13])[CH:8]=2)=[N:5][N:4]=[N:3]1. Procedure details: In a Paar flask 1-methyl-5-(3-nitrophenyl)-tetrazole (28.8 g, 140 mmol) was dissolved in ethyl acetate (430 mL) and methanol (1270 mL) and added to palladium on carbon (2.7 g, 10 wt %). The reaction mixture was hydrogenated for 1.5 hours with vigorous shaking. The reaction mixture was filtered, and concentrated in vacuo to give a white solid (24.0 g, 98%) was used with further purification. 1H NMR (300 MHz, CDCl3), δ: 7.21 (dd, J=8, J′=7, 1H), 6.99 (s, 1H), 6.90 (d, J=7, 1H), 6.76 (d, J=8, 1H), ... The reactants are O=C1CCC(=O)N1Br, O=C(OOC(=O)c1ccccc1)c1ccccc1, ClC(Cl)(Cl)Cl, COCCCOc1cc(C)ccc1C(=O)OC, CC(C)(C#N)N=NC(C)(C)C#N, O=C1CCC(=O)N1. Yields the product COCCCOc1cc(CBr)ccc1C(=O)OC. RXN SMILES: [Br:18][N:19]1[C:20](=[O:21])[CH2:22][CH2:23][C:24]1=[O:25].[C:38]([O:39][O:40][C:41](=[O:42])[c:43]1[cH:44][cH:45][cH:46][cH:47][cH:48]1)(=[O:49])[c:50]1[cH:51][cH:52][cH:53][cH:54][cH:55]1.[C:63]([Cl:64])([Cl:65])([Cl:66])[Cl:67].[CH3:1][O:2][CH2:3][CH2:4][CH2:5][O:6][c:7]1[c:8]([C:9](=[O:10])[O:11][CH3:12])[cH:13][cH:14][c:15]([CH3:17])[cH:16]1.[N:26]([C:27]([CH3:28])([CH3:29])[C:30]#[N:31])=[N:32][C:33]([CH3:34])([CH3:35])[C:36]#[N:37].[O:56]=[C:57]1[NH:58][C:59](=[O:60])[CH2:61][CH2:62]1>>[CH3:1][O:2][CH2:3][CH2:4][CH2:5][O:6][c:7]1[c:8]([C:9](=[O:10])[O:11][CH3:12])[cH:13][cH:14][c:15]([CH2:17][Br:18])[cH:16]1. Starting materials: N(=O)OC(C)(C)C (t-Butyl nitrite), ClC1=CC(=CC=C1)C(=O)OO (m-chloroperbenzoic acid), NC1C(N(C2=C(CC1)C=CC=C2)CC(=O)OCC)=O (3-amino-1-ethoxycarbonylmethyl-2,3,4,5-tetrahydro-1H[1]-benzazepin-2-one). Run in C(Cl)(Cl)Cl (chloroform), C(C)(=O)O (acetic acid). Product: C(C)OC(=O)CN1C(C(CCC2=C1C=CC=C2)=O)=O (1-ethoxycarbonylmethyl-2,3,4,5-tetrahydro-1H[1]-benzazepin-2,3-dione). RXN SMILES: N(OC(C)(C)C)=[O:2].N[CH:9]1[CH2:15][CH2:14][C:13]2[CH:16]=[CH:17][CH:18]=[CH:19][C:12]=2[N:11]([CH2:20][C:21]([O:23][CH2:24][CH3:25])=[O:22])[C:10]1=[O:26].ClC1C=CC=C(C(OO)=O)C=1>C(Cl)(Cl)Cl.C(O)(=O)C>[CH2:24]([O:23][C:21]([CH2:20][N:11]1[C:12]2[CH:19]=[CH:18][CH:17]=[CH:16][C:13]=2[CH2:14][CH2:15][C:9](=[O:2])[C:10]1=[O:26])=[O:22])[CH3:25]. Reported procedure: t-Butyl nitrite (31 ml) was added with stirring to a solution of 3-amino-1-ethoxycarbonylmethyl-2,3,4,5-tetrahydro-1H[1]-benzazepin-2-one (55 g) in chloroform (1000 ml) and acetic acid (2.8 ml). The reaction mixture was refluxed under nitrogen for 3.5 hours, and then cooled to 0°. While stirring was maintained, m-chloroperbenzoic acid (43.5 g) was added in five portions during 0.5 hour. The reaction mixture was allowed to warm to room temperature and stirred for an additional 1.5 hours. The reac... The reactants are BrCC(C(F)(F)F)=O (3-bromo-1,1,1-trifluoropropan-2-one), CC1=NN(C(=C1)C)C(=N)NC(=S)NCCNC(OC(C)(C)C)=O (tert-Butyl [2-({[(3,5-dimethyl-1H-pyrazol-1-yl)-(imino)methyl]carbamothioyl}-amino)ethyl]-carbamate), crude mixture, ice water. The solvent is CS(=O)C (DMSO). Reaction conditions: temperature 60 celsius. The product is C(#N)N1/C(/SCC1(C(F)(F)F)O)=N/CCNC(OC(C)(C)C)=O (tert-Butyl (2-{[(2Z)-3-cyano-4-hydroxy-4-(trifluoromethyl)-1,3-thiazolidin-2-yliden]amino}ethyl)carbamate). RXN SMILES: Br[CH2:2][C:3](=[O:8])[C:4]([F:7])([F:6])[F:5].CC1C=C(C)[N:12]([C:16]([NH:18][C:19]([NH:21][CH2:22][CH2:23][NH:24][C:25](=[O:31])[O:26][C:27]([CH3:30])([CH3:29])[CH3:28])=[S:20])=N)N=1>CS(C)=O>[C:16]([N:18]1[C:3]([OH:8])([C:4]([F:7])([F:6])[F:5])[CH2:2][S:20]/[C:19]/1=[N:21]\[CH2:22][CH2:23][NH:24][C:25](=[O:31])[O:26][C:27]([CH3:29])([CH3:28])[CH3:30])#[N:12]. Procedure: A solution of 484 mg (2.4 mmol) of 3-bromo-1,1,1-trifluoropropan-2-one in 12 ml of DMSO is added dropwise to the crude mixture from Example 72A while cooling in ice, and the mixture is then heated at 60° C. for 1 h. The crude mixture is poured into ice-water and extracted three times with ethyl acetate. After the combined organic phases have been dried, the solvent is completely removed and the residue is purified by subsequent purification by preparative HPLC. 640 mg (67% of theory) of the prod...